Dataset: the Open Reaction Database (ORD), a public repository of structured organic reaction records. Task: describe an organic reaction: reactants, conditions, products, and yield The reactants are CS(=O)(=O)c1nccc(Oc2ccc(NC(=O)c3cc(F)cc(N4CCCCC4)c3)c3ccccc23)n1, NC1CCCCC1. Yields the product O=C(Nc1ccc(Oc2ccnc(NC3CCCCC3)n2)c2ccccc12)c1cc(F)cc(N2CCCCC2)c1. RXN SMILES: [F:1][c:2]1[cH:3][c:4]([C:5](=[O:6])[NH:7][c:8]2[cH:9][cH:10][c:11]([O:18][c:19]3[n:20][c:21]([S:25]([CH3:26])(=[O:27])=[O:28])[n:22][cH:23][cH:24]3)[c:12]3[cH:13][cH:14][cH:15][cH:16][c:17]23)[cH:29][c:30]([N:32]2[CH2:33][CH2:34][CH2:35][CH2:36][CH2:37]2)[cH:31]1.[NH2:38][CH:39]1[CH2:40][CH2:41][CH2:42][CH2:43][CH2:44]1>>[F:1][c:2]1[cH:3][c:4]([C:5](=[O:6])[NH:7][c:8]2[cH:9][cH:10][c:11]([O:18][c:19]3[n:20][c:21]([NH:38][CH:39]4[CH2:40][CH2:41][CH2:42][CH2:43][CH2:44]4)[n:22][cH:23][cH:24]3)[c:12]3[cH:13][cH:14][cH:15][cH:16][c:17]23)[cH:29][c:30]([N:32]2[CH2:33][CH2:34][CH2:35][CH2:36][CH2:37]2)[cH:31]1.